This data is from the Open Reaction Database (ORD), a public repository of structured organic reaction records. The task is: describe an organic reaction: reactants, conditions, products, and yield The reactants are BrC1=C(OC2CCN(CC2)C2=NC=C(C=N2)C#CC(C)(O)C)C=C(C=C1)F (4-{2-[4-(2-Bromo 5-fluorophenoxy)piperidin-1-yl]pyrimidin-5-yl}-2-methylbut-3-yn-2-ol), [H-].[Na+] (sodium hydride). The solvent is C1(=CC=CC=C1)C (toluene). Reaction conditions: temperature 110 celsius, time 2.5 hour. Product: BrC1=C(OC2CCN(CC2)C2=NC=C(C=N2)C#C)C=C(C=C1)F (2-[4-(2-Bromo-5-fluorophenoxy)piperidin-1-yl]-5-ethynylpyrimidine). As a reaction SMILES: [Br:1][C:2]1[CH:26]=[CH:25][C:24]([F:27])=[CH:23][C:3]=1[O:4][CH:5]1[CH2:10][CH2:9][N:8]([C:11]2[N:16]=[CH:15][C:14]([C:17]#[C:18]C(C)(O)C)=[CH:13][N:12]=2)[CH2:7][CH2:6]1.[H-].[Na+]>C1(C)C=CC=CC=1>[Br:1][C:2]1[CH:26]=[CH:25][C:24]([F:27])=[CH:23][C:3]=1[O:4][CH:5]1[CH2:10][CH2:9][N:8]([C:11]2[N:12]=[CH:13][C:14]([C:17]#[CH:18])=[CH:15][N:16]=2)[CH2:7][CH2:6]1 |f:1.2|. Procedure: Into a 50-mL round-bottom flask equipped with a magnetic stirbar was added 4-{2-[4-(2-Bromo 5-fluorophenoxy)piperidin-1-yl]pyrimidin-5-yl}-2-methylbut-3-yn-2-ol (300 mg, 0.69 mmol) and toluene (10 mL). The reaction mixture was treated with sodium hydride (3 mg, 0.07 mmol, 60 wt % in mineral oil) and the contents of the flask heated to 110° C. without attaching a reflux condenser in order to remove the acetone formed during the deprotection stage. After 2.5 h, complete conversion of starting mate...